This data is from the Open Reaction Database (ORD), a public repository of structured organic reaction records. The task is: describe an organic reaction: reactants, conditions, products, and yield Reactants: C(C1=CC=CC=C1)[C@H]1N(CC2=C(CNC1=O)C=CC=C2)S(=O)(=O)C=2C=CC=C1C=CC=NC21 ((R)-4-Benzyl-5-(quinolin-8-ylsulfonyl)-1,2,5,6-tetrahydrobenzo[f][1,4]diazocin-3(4H)-one), [H-].[Na+] (NaH), CI (CH3I). Solvent: C1CCOC1 (THF), O (H2O). Conditions: time 1 hour. Product: C(C1=CC=CC=C1)[C@H]1N(CC2=C(CN(C1=O)C)C=CC=C2)S(=O)(=O)C=2C=CC=C1C=CC=NC21 ((R)-4-Benzyl-2-methyl-5-(quinolin-8-ylsulfonyl)-1,2,5,6-tetrahydrobenzo[f][1,4]diazocin-3(4H)-one). Isolated yield 96.4%. As a reaction SMILES: [CH2:1]([C@@H:8]1[C:15](=[O:16])[NH:14][CH2:13][C:12]2[CH:17]=[CH:18][CH:19]=[CH:20][C:11]=2[CH2:10][N:9]1[S:21]([C:24]1[CH:25]=[CH:26][CH:27]=[C:28]2[C:33]=1[N:32]=[CH:31][CH:30]=[CH:29]2)(=[O:23])=[O:22])[C:2]1[CH:7]=[CH:6][CH:5]=[CH:4][CH:3]=1.[H-].[Na+].[CH3:36]I>C1COCC1.O>[CH2:1]([C@@H:8]1[C:15](=[O:16])[N:14]([CH3:36])[CH2:13][C:12]2[CH:17]=[CH:18][CH:19]=[CH:20][C:11]=2[CH2:10][N:9]1[S:21]([C:24]1[CH:25]=[CH:26][CH:27]=[C:28]2[C:33]=1[N:32]=[CH:31][CH:30]=[CH:29]2)(=[O:22])=[O:23])[C:2]1[CH:7]=[CH:6][CH:5]=[CH:4][CH:3]=1 |f:1.2|. Reported procedure: To a solution of 8 (50 mg, 0.11 mmol) in THF (3 mL) at −10° C. was slowly added NaH (5.2 mg, 0.12 mmol). The mixture was warmed to rt and stirred for 1 h. To it was added CH3I (50 mg, 0.33 mmol). The reaction mixture was stirred at rt for 16 h, diluted with H2O (10 mL) and extracted with EA (2×20 mL). The combined organic layers were dried over Na2SO4, filtered and concentrated under reduced pressure. The residue was purified by Prep-TLC to give 9 (50 mg, 96% yield) as a white solid. 1H-NMR (400... Reactants: C1CCNCC1, CCCCO, CCOC(C)=O, CCOC(=O)c1ccc(OCCCCl)cc1, [I-], [K+], [Na+], [Na+], O=C([O-])[O-]. The product is CCOC(=O)c1ccc(OCCCN2CCCCC2)cc1. Reaction SMILES: [CH2:17]1[CH2:18][CH2:19][NH:20][CH2:21][CH2:22]1.[CH2:31]([OH:32])[CH2:33][CH2:34][CH3:35].[CH3:36][CH2:37][O:38][C:39]([CH3:40])=[O:41].[Cl:1][CH2:2][CH2:3][CH2:4][O:5][c:6]1[cH:7][cH:8][c:9]([C:10](=[O:11])[O:12][CH2:13][CH3:14])[cH:15][cH:16]1.[I-:30].[K+:29].[Na+:23].[Na+:24].[O-:25][C:26](=[O:27])[O-:28]>>[CH2:2]([CH2:3][CH2:4][O:5][c:6]1[cH:7][cH:8][c:9]([C:10](=[O:11])[O:12][CH2:13][CH3:14])[cH:15][cH:16]1)[N:20]1[CH2:19][CH2:18][CH2:17][CH2:22][CH2:21]1.